The task is: describe an organic reaction: reactants, conditions, products, and yield. This data is from the Open Reaction Database (ORD), a public repository of structured organic reaction records. The reactants are O=C([O-])[O-], CN(C)C=O, [K+], [K+], O=C(Cl)N1CCOCC1, O, COc1ccc(Oc2ccnc3cc(O)c(OC)cc23)c(C(C)=O)c1. Product: COc1ccc(Oc2ccnc3cc(OC(=O)N4CCOCC4)c(OC)cc23)c(C(C)=O)c1. Reaction SMILES: [C:35](=[O:36])([O-:37])[O-:38].[CH3:42][N:43]([CH3:44])[CH:45]=[O:46].[K+:39].[K+:40].[O:26]1[CH2:27][CH2:28][N:29]([C:32](=[O:33])[Cl:34])[CH2:30][CH2:31]1.[OH2:41].[OH:1][c:2]1[c:3]([O:24][CH3:25])[cH:4][c:5]2[c:6]([O:12][c:13]3[c:14]([C:21]([CH3:22])=[O:23])[cH:15][c:16]([O:19][CH3:20])[cH:17][cH:18]3)[cH:7][cH:8][n:9][c:10]2[cH:11]1>>[O:1]([c:2]1[c:3]([O:24][CH3:25])[cH:4][c:5]2[c:6]([O:12][c:13]3[c:14]([C:21]([CH3:22])=[O:23])[cH:15][c:16]([O:19][CH3:20])[cH:17][cH:18]3)[cH:7][cH:8][n:9][c:10]2[cH:11]1)[C:32]([N:29]1[CH2:28][CH2:27][O:26][CH2:31][CH2:30]1)=[O:33].